Task: describe an organic reaction: reactants, conditions, products, and yield. Dataset: the Open Reaction Database (ORD), a public repository of structured organic reaction records Reactants: three, Cl.C(C)OC(CN)=O (glycine ethyl ester hydrochloride), C(=O)OC (methyl formate). Run in C(C)N(CC)CC (triethylamine). Yields the product C(=O)NCC(=O)OCC (Ethyl 2-formamidoacetate). Isolated yield 93.0%. Reaction SMILES: Cl.[CH2:2]([O:4][C:5](=[O:8])[CH2:6][NH2:7])[CH3:3].[CH:9](OC)=[O:10]>C(N(CC)CC)C>[CH:9]([NH:7][CH2:6][C:5]([O:4][CH2:2][CH3:3])=[O:8])=[O:10] |f:0.1|. Procedure: To a 5 L three neck round bottom flask equipped with a mechanic stirrer, a pressure-equalizing funnel and a condenser bearing a calcium chloride drying tube was added glycine ethyl ester hydrochloride (500 g, 3.583 mol) and methyl formate (1.8 L). The suspension was brought to reflux and triethylamine (556 mL) was added to the reaction. The reaction was stirred and refluxed overnight. The reaction was cooled to room temperature and filtered through a Buchner funnel to remove triethylamine hydroc... The reactants are Cl (hydrochloric acid), C(C)OC(=O)C=1C=C2C(CC(OC2=C(C1)C#N)(C)C)(C)C (ethyl-8-cyano-2,2,4,4-tetramethylchroman-6-carboxylate), C(C)OC(=O)C=1C=C2C(CC(OC2=C(C1)C#N)(C)C)(C)C (ethyl-8-cyano-2,2,4,4-tetramethylchroman-6-carboxylate), [OH-].[Na+] (sodium hydroxide). Run in C(C)O (ethanol). Run at time 3 hour. Yields the product C(#N)C=1C=C(C=C2C(CC(OC12)(C)C)(C)C)C(=O)O (8-Cyano-2,2,4,4-tetramethyl chroman-6-carboxylic acid). Yield: 93.8%. RXN SMILES: C([O:3][C:4]([C:6]1[CH:7]=[C:8]2[C:13](=[C:14]([C:16]#[N:17])[CH:15]=1)[O:12][C:11]([CH3:19])([CH3:18])[CH2:10][C:9]2([CH3:21])[CH3:20])=[O:5])C.[OH-].[Na+].Cl>C(O)C>[C:16]([C:14]1[CH:15]=[C:6]([C:4]([OH:5])=[O:3])[CH:7]=[C:8]2[C:13]=1[O:12][C:11]([CH3:18])([CH3:19])[CH2:10][C:9]2([CH3:20])[CH3:21])#[N:17] |f:1.2|. Procedure: A solution of ethyl-8-cyano-2,2,4,4-tetramethylchroman-6-carboxylate (Compound 29, 1.36 g, 4.73 mmol) in ethanol (14 mL) was treated with 3N aqueous sodium hydroxide solution (3 mL, 15 mmol) and was stirred at ambient temperature for 3 h. The resulting solution was adjusted to pH˜5 with 10% aqueous hydrochloric acid and extracted with ethyl acetate. The organic phase was dried over anhydrous magnesium sulfate, filtered and evaporated in vacuo to afford the title product as a white solid (1.15 g,... The reactants are I.CN1C(=NC=C1)NC(=NC1=CC=CC=C1)SC (methyl N-(1-methylimidazol-2-yl)-N'-phenylcarbamimidothioate hydroiodide), N1CCOCC1 (morpholine), CCOCC (ether). Run in CC(C)(C)O (t-BuOH). Product: CN1C(=NC=C1)NC(=NC1=CC=CC=C1)N1CCOCC1 (N-(1-methylimidazol-2-yl)-N'-phenyl-4-morpholine carboximidamide). As a reaction SMILES: I.[CH3:2][N:3]1[CH:7]=[CH:6][N:5]=[C:4]1[NH:8][C:9](SC)=[N:10][C:11]1[CH:16]=[CH:15][CH:14]=[CH:13][CH:12]=1.[NH:19]1[CH2:24][CH2:23][O:22][CH2:21][CH2:20]1.CCOCC>CC(O)(C)C>[CH3:2][N:3]1[CH:7]=[CH:6][N:5]=[C:4]1[NH:8][C:9]([N:19]1[CH2:24][CH2:23][O:22][CH2:21][CH2:20]1)=[N:10][C:11]1[CH:16]=[CH:15][CH:14]=[CH:13][CH:12]=1 |f:0.1|. Procedure details: A solution of 1.5 g (0.004 mole) of methyl N-(1-methylimidazol-2-yl)-N'-phenylcarbamimidothioate hydroiodide and 0.73 g (0.0084 mole) of morpholine in 30 ml of t-BuOH is refluxed overnight. Upon cooling, ether is added and morpholine hydroiodide is removed by filtration. The filtrate is taken to dryness and the residue is taken up in CH2Cl2 and converted to the free base with 3 N NaOH. The organic layer is separated, dried over K2CO3, filtered and the solvent is removed in vacuo to give a residu... Starting materials: BrC1=CC(=CC=C1)OCC(=C)C (1-bromo-3-(2-methyl-allyloxy)-benzene), BrC1=CC(=CC=C1)O (1-bromo-3-hydroxy-benzene), ClCC(=C)C (3-chloro-2-methyl-1-propene), C(C1=CC=CC=C1)OC1CC(C(CC1)=O)CN(C)C (4-benzyloxy-2-dimethylaminomethyl-cyclohexanone). Product: Cl.C(C1=CC=CC=C1)OC1CC(C(CC1)(O)C1=CC(=CC=C1)OCC(=C)C)CN(C)C ((1RS,2RS,4SR)-4-benzyloxy-2-dimethylaminomethyl-1-[3-(2-methyl-allyloxy)-phenyl]-cyclohexanol hydrochloride). The yield is 33.0%. Reaction SMILES: Br[C:2]1[CH:7]=[CH:6][CH:5]=[C:4]([O:8][CH2:9][C:10]([CH3:12])=[CH2:11])[CH:3]=1.BrC1C=CC=C(O)C=1.[Cl:21]CC(C)=C.[CH2:26]([O:33][CH:34]1[CH2:39][CH2:38][C:37](=[O:40])[CH:36]([CH2:41][N:42]([CH3:44])[CH3:43])[CH2:35]1)[C:27]1[CH:32]=[CH:31][CH:30]=[CH:29][CH:28]=1>>[ClH:21].[CH2:26]([O:33][CH:34]1[CH2:39][CH2:38][C:37]([C:2]2[CH:7]=[CH:6][CH:5]=[C:4]([O:8][CH2:9][C:10]([CH3:12])=[CH2:11])[CH:3]=2)([OH:40])[CH:36]([CH2:41][N:42]([CH3:44])[CH3:43])[CH2:35]1)[C:27]1[CH:28]=[CH:29][CH:30]=[CH:31][CH:32]=1 |f:4.5|. Procedure: 1-bromo-3-(2-methyl-allyloxy)-benzene, prepared by the alkylation of 1-bromo-3-hydroxy-benzene with 3-chloro-2-methyl-1-propene, was reacted with 4-benzyloxy-2-dimethylaminomethyl-cyclohexanone corresponding to the conditions described in Example 1. The base obtained was purified with 9:1 ether/methanol via a silica gel column, taken up in ether and treated with trimethylchlorosilane/water. Compound (4) was obtained. The product is O1C(=NC=C1)C1=CC=C(C=C1)N1CC(CCC1)O (1-(4-(Oxazol-2-yl)phenyl)piperidin-3-ol). The yield is 44.8%. Procedure details: 1-(4-(Oxazol-2-yl)phenyl)piperidin-3-ol (245 mg, 1.00 mmol) was synthesized, in 45% yield, as described in General Procedure B using 2-(4-bromophenyl)oxazole (500 mg, 2.232 mmol) and piperidin-3-ol (451 mg, 4.46 mmol). Anal. Calcd. for C14H16N2O2 m/z 244.2, found: 245.0 (M+H)+. Reactants: BrC1=CC=C(C=C1)C=1OC=CN1 (2-(4-bromophenyl)oxazole), N1CC(CCC1)O (piperidin-3-ol). Reaction SMILES: Br[C:2]1[CH:7]=[CH:6][C:5]([C:8]2[O:9][CH:10]=[CH:11][N:12]=2)=[CH:4][CH:3]=1.[NH:13]1[CH2:18][CH2:17][CH2:16][CH:15]([OH:19])[CH2:14]1>>[O:9]1[CH:10]=[CH:11][N:12]=[C:8]1[C:5]1[CH:6]=[CH:7][C:2]([N:13]2[CH2:18][CH2:17][CH2:16][CH:15]([OH:19])[CH2:14]2)=[CH:3][CH:4]=1.